From a dataset of the Open Reaction Database (ORD), a public repository of structured organic reaction records. describe an organic reaction: reactants, conditions, products, and yield Starting materials: C(CCC)OCCOC1=CC=C(C=C1)C=1C=CC2=C(C=C(CCN2CC=2C=NN(C2)CC)C(=O)OC)C1 (methyl 7-(4-butoxyethoxyphenyl)-1-[(1-ethylpyrazol-4-yl)methyl]-2,3-dihydro-1-benzazepine-4-carboxylate), O1CCCC1 (tetrahydrofuran), Cl (hydrochloric acid), [OH-].[Na+] (sodium hydroxide), O (water). The solvent is CO (methanol). Reaction conditions: time 3 day. The product is C(CCC)OCCOC1=CC=C(C=C1)C=1C=CC2=C(C=C(CCN2CC=2C=NN(C2)C(C)C)C(=O)O)C1 (7-(4-butoxyethoxyphenyl)-1-[(1-isopropylpyrazol-4-yl)methyl]-2,3-dihydro-1-benzazepine-4-carboxylic acid). As a reaction SMILES: [CH2:1]([O:5][CH2:6][CH2:7][O:8][C:9]1[CH:14]=[CH:13][C:12]([C:15]2[CH:16]=[CH:17][C:18]3[N:24]([CH2:25][C:26]4[CH:27]=[N:28][N:29]([CH2:31][CH3:32])[CH:30]=4)[CH2:23][CH2:22][C:21]([C:33]([O:35]C)=[O:34])=[CH:20][C:19]=3[CH:37]=2)=[CH:11][CH:10]=1)[CH2:2][CH2:3][CH3:4].[OH-].[Na+].O.Cl.O1CCC[CH2:43]1>CO>[CH2:1]([O:5][CH2:6][CH2:7][O:8][C:9]1[CH:10]=[CH:11][C:12]([C:15]2[CH:16]=[CH:17][C:18]3[N:24]([CH2:25][C:26]4[CH:27]=[N:28][N:29]([CH:31]([CH3:32])[CH3:43])[CH:30]=4)[CH2:23][CH2:22][C:21]([C:33]([OH:35])=[O:34])=[CH:20][C:19]=3[CH:37]=2)=[CH:13][CH:14]=1)[CH2:2][CH2:3][CH3:4] |f:1.2|. Reported procedure: To a solution of methyl 7-(4-butoxyethoxyphenyl)-1-[(1-ethylpyrazol-4-yl)methyl]-2,3-dihydro-1-benzazepine-4-carboxylate (392 mg) in a mixture of tetrahydrofuran (24 ml) and methanol (24 ml) was added 1N sodium hydroxide solution (8 ml), and the mixture was stirred at room temperature for 3 days. Then, to the mixture was added water at 0° C., and 1N hydrochloric acid was further added to neutral, and the mixture was extracted with ethyl acetate. The organic layer was washed with water and satura... Reactants: NC1=NC(=CC(=N1)C)C (2-amino-4,6-dimethylpyrimidine), O (water), [OH-].[Na+] (sodium hydroxide), C1(=C(C=CC=C1)S(=O)(=O)N=C(SC)SC)C1=CC=CC=C1 (dimethyl N-(2-biphenylylsulfonyl)carbonimidodithioate). Solvent: CN(C=O)C (dimethylformamide). Run at time 1 hour. The product is C1(=C(C=CC=C1)S(=O)(=O)NC(SC)=NC1=NC(=CC(=N1)C)C)C1=CC=CC=C1 (1-(2-biphenylylsulfonyl)3-(4,6-dimethylpyrimidin-2-yl)2-methylisothiourea). Yield: 70.9%. As a reaction SMILES: [NH2:1][C:2]1[N:7]=[C:6]([CH3:8])[CH:5]=[C:4]([CH3:9])[N:3]=1.[OH-].[Na+].[C:12]1([C:27]2[CH:32]=[CH:31][CH:30]=[CH:29][CH:28]=2)[CH:17]=[CH:16][CH:15]=[CH:14][C:13]=1[S:18]([N:21]=[C:22](SC)[S:23][CH3:24])(=[O:20])=[O:19].O>CN(C)C=O>[C:12]1([C:27]2[CH:28]=[CH:29][CH:30]=[CH:31][CH:32]=2)[CH:17]=[CH:16][CH:15]=[CH:14][C:13]=1[S:18]([NH:21][C:22](=[N:1][C:2]1[N:7]=[C:6]([CH3:8])[CH:5]=[C:4]([CH3:9])[N:3]=1)[S:23][CH3:24])(=[O:19])=[O:20] |f:1.2|. Procedure details: 12.3 g of 2-amino-4,6-dimethylpyrimidine was suspended in 300 ml of dimethylformamide, and 4 g of sodium hydroxide (oily 60%) was added. The mixture was stirred at room temperature for 1 hour. Furthermore, 33.7 g of dimethyl N-(2-biphenylylsulfonyl)carbonimidodithioate was added, and the mixture was stirred at room temperature for a day and night. The reaction mixture was poured into 2 liters of water, and filtered. When the filtrate was made weakly acidic, white crystals precipitated. The cryst... The reactants are C1COCCOCCOCCOCCO1, CC#N, [F-], [Na+], O=C(Cl)Oc1ccccc1. Yields the product O=C(F)Oc1ccccc1. RXN SMILES: [CH2:13]1[O:14][CH2:15][CH2:16][O:17][CH2:18][CH2:19][O:20][CH2:21][CH2:22][O:23][CH2:24][CH2:25][O:26][CH2:27]1.[CH3:28][C:29]#[N:30].[F-:11].[Na+:12].[c:1]1([O:7][C:8](=[O:9])[Cl:10])[cH:2][cH:3][cH:4][cH:5][cH:6]1>>[c:1]1([O:7][C:8](=[O:9])[F:11])[cH:2][cH:3][cH:4][cH:5][cH:6]1. The reactants are C1(O)=CC(O)=CC=C1 (resorcinol), C[O-].[Na+] (sodium methylate), ClC1=NN=C(C2=CC=CC=C12)CC1=CC=NC=C1 (1-chloro-4-(4-pyridylmethyl)phthalazine). Solvent: O1CCOCC1 (dioxane), O1CCOCC1 (dioxane). Reaction conditions: temperature 120 celsius, time 18 hour. Yields the product OC=1C=C(OC2=NN=C(C3=CC=CC=C23)CC2=CC=NC=C2)C=CC1 (1-(3-Hydroxyphenoxy)-4-(4-pyridylmethyl)phthalazine). Reaction SMILES: [C:1]1([CH:8]=[CH:7][CH:6]=[C:4]([OH:5])[CH:3]=1)[OH:2].C[O-].[Na+].Cl[C:13]1[C:22]2[C:17](=[CH:18][CH:19]=[CH:20][CH:21]=2)[C:16]([CH2:23][C:24]2[CH:29]=[CH:28][N:27]=[CH:26][CH:25]=2)=[N:15][N:14]=1>O1CCOCC1>[OH:2][C:1]1[CH:3]=[C:4]([CH:6]=[CH:7][CH:8]=1)[O:5][C:13]1[C:22]2[C:17](=[CH:18][CH:19]=[CH:20][CH:21]=2)[C:16]([CH2:23][C:24]2[CH:29]=[CH:28][N:27]=[CH:26][CH:25]=2)=[N:15][N:14]=1 |f:1.2|. Procedure: A solution of 0.2 g (1.82 mmol) resorcinol in 5 ml dioxane is spiked with 0.37 ml 5.4 M methanolic sodium methylate solution (2 mmol) The crystalline residue is then suspended in 5 ml dioxane, 0.511 g (2 mmol) 1-chloro-4-(4-pyridylmethyl)phthalazine is added, and the reaction mixture stirred under nitrogen atmosphere for 18 h at 120° C. After cooling to RT and filtration, the filtrate is evaporated under vacuum, and the residue purified by means of flash chromatography on silica gel with particl... Starting materials: ON=C(CC1=C(C2=CC=CC=C2C=C1)C)N (N'-hydroxy-2-(1-methylnaphthalenyl)ethanimidamide), S(=O)(Cl)Cl (Thionyl chloride). The solvent is C1(=CC=CC=C1)C (toluene). Conditions: temperature 80 celsius. Product: CC1=C(C=CC2=CC=CC=C12)CC=1NS(ON1)=O (4-[(1-Methyl-2-naphthalenyl)methyl]-3H-1,2,3,5-oxathiadiazole 2-Oxide). Yield: 55.7%. Reaction SMILES: [OH:1][N:2]=[C:3]([NH2:16])[CH2:4][C:5]1[CH:14]=[CH:13][C:12]2[C:7](=[CH:8][CH:9]=[CH:10][CH:11]=2)[C:6]=1[CH3:15].[S:17](Cl)(Cl)=[O:18]>C1(C)C=CC=CC=1>[CH3:15][C:6]1[C:7]2[C:12](=[CH:11][CH:10]=[CH:9][CH:8]=2)[CH:13]=[CH:14][C:5]=1[CH2:4][C:3]1[NH:16][S:17](=[O:18])[O:1][N:2]=1. Procedure details: A suspension of N'-hydroxy-2-(1-methylnaphthalenyl)ethanimidamide (2.8 g, 13.1 mmol) in toluene (250 mL) was heated to 80° C. until all of the solid had dissolved. Thionyl chloride (1.86 g, 15.7 mmol) was added dropwise to the above solution under a stream of nitrogen, and a white precipitate was formed. The mixture was heated to reflux for 15 minutes, during which the precipitate dissolved to give an orange solution. The hot solution was filtered to remove trace solids and the filtrate was conc... Starting materials: FC(C1=CC=C(C(=O)N2C(C=CC3=CC=CC=C23)C#N)C=C1)(F)F (1-(4-Trifluoromethylbenzoyl)-1,2-dihydro-quinoline-2-carbonitrile), C([O-])(O)=O.[Na+] (sodium bicarbonate), OO (hydrogen peroxide). Run in CC(=O)C (acetone). The product is FC(C1=CC=C(C(=O)N2C(C=CC3=CC=CC=C23)C(=O)N)C=C1)(F)F (1-(4-Trifluoromethylbenzoyl)-1,2-dihydro-quinoline-2-carboxylic acid amide). Isolated yield 40.8%. Reaction SMILES: [F:1][C:2]([F:24])([F:23])[C:3]1[CH:22]=[CH:21][C:6]([C:7]([N:9]2[C:18]3[C:13](=[CH:14][CH:15]=[CH:16][CH:17]=3)[CH:12]=[CH:11][CH:10]2[C:19]#[N:20])=[O:8])=[CH:5][CH:4]=1.C(=O)(O)[O-:26].[Na+].OO>CC(C)=O>[F:24][C:2]([F:23])([F:1])[C:3]1[CH:4]=[CH:5][C:6]([C:7]([N:9]2[C:18]3[C:13](=[CH:14][CH:15]=[CH:16][CH:17]=3)[CH:12]=[CH:11][CH:10]2[C:19]([NH2:20])=[O:26])=[O:8])=[CH:21][CH:22]=1 |f:1.2|. Procedure: The title compound was prepared by the procedure described in step 2 of Example 1 using 20.0 g of 1-(4-Trifluoromethylbenzoyl)-1,2-dihydro-quinoline-2-carbonitrile, 10.0 g of sodium bicarbonate, 500 mL of acetone, and 250 mL of 30% hydrogen peroxide solution. Crystallization from acetonitrile afforded the title compound (8.6 g) as a white solid, m. p. 158-160° C.